The task is: describe an organic reaction: reactants, conditions, products, and yield. This data is from the Open Reaction Database (ORD), a public repository of structured organic reaction records. Starting materials: COC=1C=C(C[C@@H]2NCCC3=CC(=C(C=C23)OC)OC)C=CC1OC ((1S)-1-(3,4-Dimethoxy-benzyl)-6,7-dimethoxy-1,2,3,4-tetrahydroisoquinoline), BrCC(=O)Br (2-bromoacetyl bromide), C1(CCCC2=CC=CC=C12)N (1,2,3,4-tetrahydro-1-naphthylamine). Yields the product COC=1C=C(C[C@@H]2N(CCC3=CC(=C(C=C23)OC)OC)CC(=O)NC2CCCC3=CC=CC=C23)C=CC1OC (2-[(1S)-1-(3,4-Dimethoxy-benzyl)-6,7-dimethoxy-3,4-dihydro-1H-isoquinolin-2-yl]-N-(1,2,3,4-tetrahydronaphthalen-1-yl)-acetamide). As a reaction SMILES: [CH3:1][O:2][C:3]1[CH:4]=[C:5]([CH:21]=[CH:22][C:23]=1[O:24][CH3:25])[CH2:6][C@H:7]1[C:16]2[C:11](=[CH:12][C:13]([O:19][CH3:20])=[C:14]([O:17][CH3:18])[CH:15]=2)[CH2:10][CH2:9][NH:8]1.Br[CH2:27][C:28](Br)=[O:29].[CH:31]1([NH2:41])[C:40]2[C:35](=[CH:36][CH:37]=[CH:38][CH:39]=2)[CH2:34][CH2:33][CH2:32]1>>[CH3:1][O:2][C:3]1[CH:4]=[C:5]([CH:21]=[CH:22][C:23]=1[O:24][CH3:25])[CH2:6][C@H:7]1[C:16]2[C:11](=[CH:12][C:13]([O:19][CH3:20])=[C:14]([O:17][CH3:18])[CH:15]=2)[CH2:10][CH2:9][N:8]1[CH2:27][C:28]([NH:41][CH:31]1[C:40]2[C:35](=[CH:36][CH:37]=[CH:38][CH:39]=2)[CH2:34][CH2:33][CH2:32]1)=[O:29]. Reported procedure: prepared by reaction of (1S)-1-(3,4-Dimethoxy-benzyl)-6,7-dimethoxy-1,2,3,4-tetrahydroisoquinoline and 2-bromoacetyl bromide with 1,2,3,4-tetrahydro-1-naphthylamine The reactants are BrC1=CC(=C(C(=O)O)C=C1)[N+](=O)[O-] (4-bromo-2-nitrobenzoic acid), N12CCCCCC2=NCCC1 (1,8-diazabicyclo[5.4.0]undec-7-ene), NC1=C(C(=O)OC)C=CC(=C1)Br (Methyl 2-amino-4-bromobenzoate), IC (iodomethane). The solvent is CN(C)C=O (DMF), O (H2O). Conditions: temperature 0 celsius, time 15 minute. The product is BrC1=CC(=C(C(=O)OC)C=C1)[N+](=O)[O-] (methyl 4-bromo-2-nitrobenzoate). The yield is 90.0%. RXN SMILES: N[C:2]1C=C(Br)C=CC=1C(OC)=O.[Br:13][C:14]1[CH:22]=[CH:21][C:17]([C:18]([OH:20])=[O:19])=[C:16]([N+:23]([O-:25])=[O:24])[CH:15]=1.N12CCCN=C1CCCCC2.IC>CN(C=O)C.O>[Br:13][C:14]1[CH:22]=[CH:21][C:17]([C:18]([O:20][CH3:2])=[O:19])=[C:16]([N+:23]([O-:25])=[O:24])[CH:15]=1. Reported procedure: Methyl 2-amino-4-bromobenzoate. To a stirred solution of 4-bromo-2-nitrobenzoic acid (3.8 g, 15 mmol) in DMF (30 mL) at 0° C. was added 1,8-diazabicyclo[5.4.0]undec-7-ene (DBU) (10.0 mL, 75.0 mmol) followed by iodomethane (4.7 mL, 75 mmol). The reaction mixture was stirred 15 min at 0° C., then was allowed to warm to room temperature and was stirred overnight. The mixture was poured into H2O and extracted with EtOAc (2×). The combined organic extracts were washed with H2O (2×), dried (MgSO4), an... The reactants are CO, [Na+], [Na+], [Na+], O=S(=O)([O-])[O-], O=C(O)CC1CCCCCCCCCCC1=O, [OH-], O=S(=O)(O)O. Yields the product COC(=O)CC1CCCCCCCCCCC1=O. Reaction SMILES: [CH3:32][OH:33].[Na+:24].[Na+:25].[Na+:26].[O-:27][S:28]([O-:29])(=[O:30])=[O:31].[O:1]=[C:2]1[CH:3]([CH2:14][C:15](=[O:16])[OH:17])[CH2:4][CH2:5][CH2:6][CH2:7][CH2:8][CH2:9][CH2:10][CH2:11][CH2:12][CH2:13]1.[OH-:23].[S:18](=[O:19])(=[O:20])([OH:21])[OH:22]>>[O:1]=[C:2]1[CH:3]([CH2:14][C:15]([O:16][CH3:32])=[O:17])[CH2:4][CH2:5][CH2:6][CH2:7][CH2:8][CH2:9][CH2:10][CH2:11][CH2:12][CH2:13]1. Reactants: BrCC1=C(SC(=C1)C1=CC=C(C=C1)C(F)(F)F)C(=O)OC (methyl 3-(bromomethyl)-5-[4-(trifluoromethyl)phenyl]thiophene-2-carboxylate), BrCC1=C(SC(=C1)C1=CC=C(C=C1)C(F)(F)F)C(=O)OC (methyl 3-(bromomethyl)-5-[4-(trifluoromethyl)phenyl]thiophene-2-carboxylate), CC1=C(C(=C(C=C1)C)C)O (2,5,6-trimethylphenol). The product is FC(C1=CC=C(C=C1)C1=CC(=C(S1)CO)COC1=C(C(=CC=C1C)C)C)(F)F ({5-[4-(trifluoromethyl)phenyl]-3-[(2,3,6-trimethylphenoxy)methyl]thien-2-yl}methanol). As a reaction SMILES: Br[CH2:2][C:3]1[CH:7]=[C:6]([C:8]2[CH:13]=[CH:12][C:11]([C:14]([F:17])([F:16])[F:15])=[CH:10][CH:9]=2)[S:5][C:4]=1[C:18](OC)=[O:19].[CH3:22][C:23]1[CH:28]=[CH:27][C:26]([CH3:29])=[C:25]([CH3:30])[C:24]=1[OH:31]>>[F:17][C:14]([F:15])([F:16])[C:11]1[CH:10]=[CH:9][C:8]([C:6]2[S:5][C:4]([CH2:18][OH:19])=[C:3]([CH2:2][O:31][C:24]3[C:23]([CH3:22])=[CH:28][CH:27]=[C:26]([CH3:29])[C:25]=3[CH3:30])[CH:7]=2)=[CH:13][CH:12]=1. Reported procedure: The title compound was prepared using methyl 3-(bromomethyl)-5-[4-(trifluoromethyl)phenyl]thiophene-2-carboxylate (intermediate 132) and 2,5,6-trimethylphenol. Product: CCOc1nccc2c1C(c1ccc(C#N)cc1CC)C(C(C)=O)=C(C)N2. Reactants: F[B-](F)(F)F, CCc1cc(C#N)ccc1C1C(C(C)=O)=C(C)Nc2cc[nH]c(=O)c21, CC[O+](CC)CC, CO, ClCCl. Reaction SMILES: [B-:26]([F:27])([F:28])([F:29])[F:30].[C:1]([CH3:2])(=[O:3])[C:4]1=[C:5]([CH3:25])[NH:6][c:7]2[cH:8][cH:9][nH:10][c:11](=[O:24])[c:12]2[CH:13]1[c:14]1[c:15]([CH2:22][CH3:23])[cH:16][c:17]([C:18]#[N:19])[cH:20][cH:21]1.[CH2:31]([CH3:32])[O+:33]([CH2:34][CH3:35])[CH2:36][CH3:37].[CH3:38][OH:39].[Cl:40][CH2:41][Cl:42]>>[C:1]([CH3:2])(=[O:3])[C:4]1=[C:5]([CH3:25])[NH:6][c:7]2[cH:8][cH:9][n:10][c:11]([O:24][CH2:31][CH3:32])[c:12]2[CH:13]1[c:14]1[c:15]([CH2:22][CH3:23])[cH:16][c:17]([C:18]#[N:19])[cH:20][cH:21]1. Starting materials: CI, CS(C)=O, O=Cc1c(Cl)[nH]c2ccccc12, [H-], [Na+], C1CCOC1, O=C(O)CC(O)(CC(=O)O)C(=O)O. The product is Cn1c(Cl)c(C=O)c2ccccc21. As a reaction SMILES: [CH3:13][I:14].[CH3:35][S:36]([CH3:37])=[O:38].[Cl:1][c:2]1[nH:3][c:4]2[cH:5][cH:6][cH:7][cH:8][c:9]2[c:10]1[CH:11]=[O:12].[H-:15].[Na+:16].[O:30]1[CH2:31][CH2:32][CH2:33][CH2:34]1.[OH:17][C:18]([CH2:19][C:20]([C:21](=[O:22])[OH:23])([CH2:24][C:25](=[O:26])[OH:27])[OH:28])=[O:29]>>[Cl:1][c:2]1[n:3]([CH3:18])[c:4]2[cH:5][cH:6][cH:7][cH:8][c:9]2[c:10]1[CH:11]=[O:12]. Reactants: C[Si](O[Si](C)(C)C)(C)C (hexamethyldisiloxane), [NH2-].[Na+] (sodium amide). The solvent is C(C)OCC (ethyl ether). The product is C[Si]([O-])(C)C.[Na+] (sodium trimethylsilanolate), C[Si](C)(C)N[Si](C)(C)C (HMDS). RXN SMILES: [CH3:1][Si:2]([CH3:9])([CH3:8])[O:3][Si:4]([CH3:7])([CH3:6])[CH3:5].[NH2-:10].[Na+:11]>C(OCC)C>[CH3:1][Si:2]([CH3:9])([CH3:8])[O-:3].[Na+:11].[CH3:1][Si:2]([NH:10][Si:4]([CH3:5])([CH3:6])[CH3:7])([CH3:9])[CH3:8] |f:1.2,4.5|. Procedure details: By product hexamethyldisiloxane in ethyl ether reacts with sodium amide to form sodium trimethylsilanolate and HMDS as follows: ##STR5##